From a dataset of the Open Reaction Database (ORD), a public repository of structured organic reaction records. describe an organic reaction: reactants, conditions, products, and yield Reactants: c1ccc(COc2n[nH]cc2-c2ccccc2)cc1, CS(=O)(=O)OC1CN2CCC1CC2, CN(C)C=O, [H-], [Na+], O. Yields the product c1ccc(COc2nn(C3CN4CCC3CC4)cc2-c2ccccc2)cc1. RXN SMILES: [CH2:3]([c:4]1[cH:5][cH:6][cH:7][cH:8][cH:9]1)[O:10][c:11]1[n:12][nH:13][cH:14][c:15]1-[c:16]1[cH:17][cH:18][cH:19][cH:20][cH:21]1.[CH3:22][S:23]([O:24][CH:27]1[CH2:28][N:29]2[CH2:30][CH2:31][CH:32]1[CH2:33][CH2:34]2)(=[O:25])=[O:26].[CH3:36][N:37]([CH3:38])[CH:39]=[O:40].[H-:1].[Na+:2].[OH2:35]>>[CH2:3]([c:4]1[cH:5][cH:6][cH:7][cH:8][cH:9]1)[O:10][c:11]1[n:12][n:13]([CH:27]2[CH2:28][N:29]3[CH2:30][CH2:31][CH:32]2[CH2:33][CH2:34]3)[cH:14][c:15]1-[c:16]1[cH:17][cH:18][cH:19][cH:20][cH:21]1.